From a dataset of the Open Reaction Database (ORD), a public repository of structured organic reaction records. describe an organic reaction: reactants, conditions, products, and yield Reactants: FC1=C(C=CC(=C1COS(=O)(=O)C)F)N1CCN(CC1)C(=O)OC(C)(C)C (tert-butyl 4-(2,4-difluoro-3-(((methylsulfonyl)oxy)methyl)phenyl)piperazine-1-carboxylate), CN1N=CC(=C1)NC1=NC=C2C(=N1)NN=C2 (N-(1-methyl-1H-pyrazol-4-yl)-1H-pyrazolo[3,4-d]pyrimidin-6-amine). Reaction SMILES: [F:1][C:2]1[C:7]([CH2:8]OS(C)(=O)=O)=[C:6]([F:14])[CH:5]=[CH:4][C:3]=1[N:15]1[CH2:20][CH2:19][N:18]([C:21]([O:23][C:24]([CH3:27])([CH3:26])[CH3:25])=[O:22])[CH2:17][CH2:16]1.[CH3:28][N:29]1[CH:33]=[C:32]([NH:34][C:35]2[N:40]=[C:39]3[NH:41][N:42]=[CH:43][C:38]3=[CH:37][N:36]=2)[CH:31]=[N:30]1>>[F:1][C:2]1[C:7]([CH2:8][N:41]2[C:39]3=[N:40][C:35]([NH:34][C:32]4[CH:31]=[N:30][N:29]([CH3:28])[CH:33]=4)=[N:36][CH:37]=[C:38]3[CH:43]=[N:42]2)=[C:6]([F:14])[CH:5]=[CH:4][C:3]=1[N:15]1[CH2:20][CH2:19][N:18]([C:21]([O:23][C:24]([CH3:27])([CH3:26])[CH3:25])=[O:22])[CH2:17][CH2:16]1. The product is FC1=C(C=CC(=C1CN1N=CC=2C1=NC(=NC2)NC=2C=NN(C2)C)F)N2CCN(CC2)C(=O)OC(C)(C)C (tert-butyl 4-(2,4-difluoro-3-((6-((1-methyl-1H-pyrazol-4-yl)amino)-1H-pyrazolo[3,4-d]pyrimidin-1-yl)methyl)phenyl)piperazine-1-carboxylate). Procedure details: tert-butyl 4-(2,4-difluoro-3-((6-((1-methyl-1H-pyrazol-4-yl)amino)-1H-pyrazolo[3,4-d]pyrimidin-1-yl)methyl)phenyl)piperazine-1-carboxylate was synthesized following the procedure in Example 1 (Step i) then Step (ii) using tert-butyl 4-(2,4-difluoro-3-(((methylsulfonyl)oxy)methyl)phenyl)piperazine-1-carboxylate and N-(1-methyl-1H-pyrazol-4-yl)-1H-pyrazolo[3,4-d]pyrimidin-6-amine. Starting materials: CC(C)(C)OC(=O)C(Cc1ccccc1)NC(=O)C1CCCN1, CC(=O)SCC(C)C(=O)Cl, CN1CCOCC1, ClCCl. The product is CC(=O)SCC(C)C(=O)N1CCCC1C(=O)NC(Cc1ccccc1)C(=O)OC(C)(C)C. Reaction SMILES: [C:1]([CH3:2])([CH3:3])([CH3:4])[O:5][C:6]([CH:7]([NH:8][C:9]([CH:10]1[NH:11][CH2:12][CH2:13][CH2:14]1)=[O:15])[CH2:16][c:17]1[cH:18][cH:19][cH:20][cH:21][cH:22]1)=[O:23].[C:31]([CH3:32])(=[O:33])[S:34][CH2:35][CH:36]([C:37](=[O:38])[Cl:39])[CH3:40].[CH3:24][N:25]1[CH2:26][CH2:27][O:28][CH2:29][CH2:30]1.[Cl:41][CH2:42][Cl:43]>>[C:1]([CH3:2])([CH3:3])([CH3:4])[O:5][C:6]([CH:7]([NH:8][C:9]([CH:10]1[N:11]([C:37]([CH:36]([CH2:35][S:34][C:31]([CH3:32])=[O:33])[CH3:40])=[O:38])[CH2:12][CH2:13][CH2:14]1)=[O:15])[CH2:16][c:17]1[cH:18][cH:19][cH:20][cH:21][cH:22]1)=[O:23]. Reactants: C(C)(=O)C1=C(C(=C(OCC2=CC=C(C=C2)C(C=2C=C(C#N)C=CC2)OC2OCCCC2)C=C1)CCC)O (3-[[4-(4-acetyl-3-hydroxy-2-propyl-phenoxymethyl)-phenyl]-(tetrahydro-pyran-2-yloxy)-methyl]-benzonitrile), O.C1(=CC=C(C=C1)S(=O)(=O)O)C (p-toluenesulfonic acid monohydrate), CO (methanol), ClCCl (dichloromethane). The solvent is C(C)(=O)OCC (ethyl acetate). Conditions: temperature 0 celsius. Yields the product C(C)(=O)C1=C(C(=C(OCC2=CC=C(C=C2)C(C=2C=C(C#N)C=CC2)O)C=C1)CCC)O (3-{[4-(4-acetyl-3-hydroxy-2-propyl-phenoxymethyl)-phenyl]-hydroxy-methyl}-benzonitrile). The yield is 92.2%. RXN SMILES: [C:1]([C:4]1[CH:33]=[CH:32][C:7]([O:8][CH2:9][C:10]2[CH:15]=[CH:14][C:13]([CH:16]([O:25]C3CCCCO3)[C:17]3[CH:18]=[C:19]([CH:22]=[CH:23][CH:24]=3)[C:20]#[N:21])=[CH:12][CH:11]=2)=[C:6]([CH2:34][CH2:35][CH3:36])[C:5]=1[OH:37])(=[O:3])[CH3:2].O.C1(C)C=CC(S(O)(=O)=O)=CC=1.CO.ClCCl>C(OCC)(=O)C>[C:1]([C:4]1[CH:33]=[CH:32][C:7]([O:8][CH2:9][C:10]2[CH:11]=[CH:12][C:13]([CH:16]([OH:25])[C:17]3[CH:18]=[C:19]([CH:22]=[CH:23][CH:24]=3)[C:20]#[N:21])=[CH:14][CH:15]=2)=[C:6]([CH2:34][CH2:35][CH3:36])[C:5]=1[OH:37])(=[O:3])[CH3:2] |f:1.2|. Procedure: Stir a mixture of 3-[[4-(4-acetyl-3-hydroxy-2-propyl-phenoxymethyl)-phenyl]-(tetrahydro-pyran-2-yloxy)-methyl]-benzonitrile (13.4 g, 26.88 mmol), p-toluenesulfonic acid monohydrate (5.1 g, 26.88 mmol), methanol (100 mL), dichloromethane (50 mL), and ethyl acetate (50 mL) at room temperature for an hour. Concentrate the reaction mixture, dilute with ethyl acetate (150 mL) and wash with water (2×100 mL). Dry the organic phase over magnesium sulfate, filter, and concentrate. Dilute the residue with... The reactants are P(=O)(Cl)(Cl)Cl (phosphorus oxychloride), COC1=CC=C(C=C1)C=1NC=CC1C1=CC=C(C=C1)OC (2,3-bis(4-methoxyphenyl)pyrrole), CN(C)C=O (DMF), ice water, [OH-].[Na+] (sodium hydroxide), CN(C)C=O (DMF). Run at time 15 minute. Yields the product COC1=CC=C(C=C1)C=1C=C(NC1C1=CC=C(C=C1)OC)C=O (4,5-Bis(4-methoxyphenyl)pyrrole-2-carboxaldehyde). Isolated yield 55.0%. RXN SMILES: P(Cl)(Cl)(Cl)=O.[CH3:6][O:7][C:8]1[CH:13]=[CH:12][C:11]([C:14]2[NH:15][CH:16]=[CH:17][C:18]=2[C:19]2[CH:24]=[CH:23][C:22]([O:25][CH3:26])=[CH:21][CH:20]=2)=[CH:10][CH:9]=1.[OH-].[Na+].CN([CH:32]=[O:33])C>>[CH3:26][O:25][C:22]1[CH:23]=[CH:24][C:19]([C:18]2[CH:17]=[C:16]([CH:32]=[O:33])[NH:15][C:14]=2[C:11]2[CH:10]=[CH:9][C:8]([O:7][CH3:6])=[CH:13][CH:12]=2)=[CH:20][CH:21]=1 |f:2.3|. Procedure details: To 25 ml DMF at 0° was added dropwise with stirring 30 g of phosphorus oxychloride. The mixture was stirred for 15 minutes at room temperature, then a solution of 5.6 g (0.02 mole) of 2,3-bis(4-methoxyphenyl)pyrrole in 40 ml DMF was added dropwise with cooling in an ice bath. The mixture was then heated at 70°-80° for one hour, then cooled. Aqueous sodium hydroxide (50%) was added until the mixture was basic. The reaction mixture was then heated again at 70° for 15 minutes. The cooled reaction m... Reactants: CCOc1ccc(C2(C=C(F)COC(C)=O)CC2)cc1, Fc1ccc(Br)cc1Oc1ccccc1, [Mg], C1CCOC1. Yields the product CCOc1ccc(C2(C=C(F)Cc3ccc(F)c(Oc4ccccc4)c3)CC2)cc1. As a reaction SMILES: [C:17]([O:18][CH2:21][C:22](=[CH:23][C:24]1([c:27]2[cH:28][cH:29][c:30]([O:33][CH2:34][CH3:35])[cH:31][cH:32]2)[CH2:25][CH2:26]1)[F:36])(=[O:19])[CH3:20].[F:1][c:2]1[c:3]([O:9][c:10]2[cH:11][cH:12][cH:13][cH:14][cH:15]2)[cH:4][c:5]([Br:8])[cH:6][cH:7]1.[Mg:16].[O:37]1[CH2:38][CH2:39][CH2:40][CH2:41]1>>[F:1][c:2]1[c:3]([O:9][c:10]2[cH:11][cH:12][cH:13][cH:14][cH:15]2)[cH:4][c:5]([CH2:21][C:22](=[CH:23][C:24]2([c:27]3[cH:28][cH:29][c:30]([O:33][CH2:34][CH3:35])[cH:31][cH:32]3)[CH2:25][CH2:26]2)[F:36])[cH:6][cH:7]1. Reactants: C(#N)CC(=O)O (cyanoacetic acid), C1(CCCC1)NC(=O)N (cyclopentylurea). Solvent: C(C)(=O)OC(C)=O (acetic anhydride). Reaction conditions: time 2 hour. Yields the product NC1=CC(NC(N1C1CCCC1)=O)=O (6-amino-1-cyclopentyl-2,4-(1H,3H)-pyrimidinedione). RXN SMILES: [C:1]([CH2:3][C:4](O)=[O:5])#[N:2].[CH:7]1([NH:12][C:13]([NH2:15])=[O:14])[CH2:11][CH2:10][CH2:9][CH2:8]1>C(OC(=O)C)(=O)C>[NH2:2][C:1]1[N:12]([CH:7]2[CH2:11][CH2:10][CH2:9][CH2:8]2)[C:13](=[O:14])[NH:15][C:4](=[O:5])[CH:3]=1. Reported procedure: To a solution of 136 g (1.6 mol) cyanoacetic acid and 400 ml of acetic anhydride was added 192 g (1.5 mol) of cyclopentylurea. The solution was stirred at 60°-70° C. for 2 hours. After cooling white crystals were filtered off and washed with ethanol. Yield 192 g (66%) (XIII). This was stirred in 500 ml of hot water and 195 ml of 5N NaOH was added in portions so the solution the whole time was basic. The reaction mixture was refluxed for 20 minutes and then neutralized with 5N HCl. After cooling,...